This data is from the Open Reaction Database (ORD), a public repository of structured organic reaction records. The task is: describe an organic reaction: reactants, conditions, products, and yield Starting materials: COC(=O)CBr, CC(C)(C)OC(=O)Nc1ccc(Br)cn1, [H-], [Na+], CN(C)C=O. Yields the product COC(=O)CN(C(=O)OC(C)(C)C)c1ccc(Br)cn1. Reaction SMILES: [Br:18][CH2:19][C:20](=[O:21])[O:22][CH3:23].[Br:1][c:2]1[cH:3][cH:4][c:5]([NH:8][C:9](=[O:10])[O:11][C:12]([CH3:13])([CH3:14])[CH3:15])[n:6][cH:7]1.[H-:17].[Na+:16].[O:24]=[CH:25][N:26]([CH3:27])[CH3:28]>>[Br:1][c:2]1[cH:3][cH:4][c:5]([N:8]([C:9](=[O:10])[O:11][C:12]([CH3:13])([CH3:14])[CH3:15])[CH2:19][C:20](=[O:21])[O:22][CH3:23])[n:6][cH:7]1. Starting materials: CC([C@@H](C(N1[C@@H]2CC[C@H]([C@H]1C1=NC3=C(N1)C=C(C=C3)B3OC(C(O3)(C)C)(C)C)C2)=O)NC(OC)=O)C (methyl (S)-3-methyl-1-oxo-1-((1R,3S,4S)-3-(6-(4,4,5,5-tetramethyl-1,3,2-dioxaborolan-2-yl)-1H-benzo[d]imidazol-2-yl)-2-azabicyclo[2.2.1]heptan-2-yl)butan-2-ylcarbamate), BrC1=CC=C2C=3C=CC(=CC3C(C2=C1)(F)F)C1=CN=C(N1)[C@H]1N(CCC1)C(=O)OC(C)(C)C ((S)-tert-butyl 2-(5-(7-bromo-9,9-difluoro-9H-fluoren-2-yl)-1H-imidazol-2-yl)pyrrolidine-1-carboxylate), C([O-])(O)=O.[Na+] (sodium bicarbonate), C1(=CC=CC=C1)P(C1=CC=CC=C1)C1=CC=CC=C1 (triphenylphosphine). The reagents and catalysts are C(C)(=O)[O-].[Pd+2].C(C)(=O)[O-] (palladium(II) acetate). Run in C(OC)COC (dimethoxyethane). Conditions: temperature 95 celsius, time 4 hour. Product: FC1(C2=CC(=CC=C2C=2C=CC(=CC12)C1=CN=C(N1)[C@H]1N(CCC1)C(=O)OC(C)(C)C)C=1C=CC2=C(NC(=N2)[C@H]2N([C@@H]3CC[C@H]2C3)C([C@H](C(C)C)NC(=O)OC)=O)C1)F ((S)-tert-butyl 2-(5-(9,9-difluoro-7-(2-((1R,3S,4S)-2-((S)-2-(methoxycarbonylamino)-3-methylbutanoyl)-2-azabicyclo[2.2.1]heptan-3-yl)-1H-benzo[d]imidazol-6-yl)-9H-fluoren-2-yl)-1H-imidazol-2-yl)pyrrolidine-1-carboxylate). Yield: 52.6%. As a reaction SMILES: [CH3:1][CH:2]([CH3:36])[C@H:3]([NH:31][C:32](=[O:35])[O:33][CH3:34])[C:4](=[O:30])[N:5]1[C@H:10]([C:11]2[NH:15][C:14]3[CH:16]=[C:17](B4OC(C)(C)C(C)(C)O4)[CH:18]=[CH:19][C:13]=3[N:12]=2)[C@@H:9]2[CH2:29][C@H:6]1[CH2:7][CH2:8]2.Br[C:38]1[CH:50]=[C:49]2[C:41]([C:42]3[CH:43]=[CH:44][C:45]([C:53]4[NH:57][C:56]([C@@H:58]5[CH2:62][CH2:61][CH2:60][N:59]5[C:63]([O:65][C:66]([CH3:69])([CH3:68])[CH3:67])=[O:64])=[N:55][CH:54]=4)=[CH:46][C:47]=3[C:48]2([F:52])[F:51])=[CH:40][CH:39]=1.C(=O)(O)[O-].[Na+].C1(P(C2C=CC=CC=2)C2C=CC=CC=2)C=CC=CC=1>C([O-])(=O)C.[Pd+2].C([O-])(=O)C.C(COC)OC>[F:52][C:48]1([F:51])[C:47]2[CH:46]=[C:45]([C:53]3[NH:57][C:56]([C@@H:58]4[CH2:62][CH2:61][CH2:60][N:59]4[C:63]([O:65][C:66]([CH3:68])([CH3:67])[CH3:69])=[O:64])=[N:55][CH:54]=3)[CH:44]=[CH:43][C:42]=2[C:41]2[C:49]1=[CH:50][C:38]([C:17]1[CH:18]=[CH:19][C:13]3[N:12]=[C:11]([C@@H:10]4[C@@H:9]5[CH2:29][C@@H:6]([CH2:7][CH2:8]5)[N:5]4[C:4](=[O:30])[C@@H:3]([NH:31][C:32]([O:33][CH3:34])=[O:35])[CH:2]([CH3:36])[CH3:1])[NH:15][C:14]=3[CH:16]=1)=[CH:39][CH:40]=2 |f:2.3,5.6.7|. Procedure: A mixture of methyl (S)-3-methyl-1-oxo-1-((1R,3S,4S)-3-(6-(4,4,5,5-tetramethyl-1,3,2-dioxaborolan-2-yl)-1H-benzo[d]imidazol-2-yl)-2-azabicyclo[2.2.1]heptan-2-yl)butan-2-ylcarbamate (122 mg, 0.25 mmol), (S)-tert-butyl 2-(5-(7-bromo-9,9-difluoro-9H-fluoren-2-yl)-1H-imidazol-2-yl)pyrrolidine-1-carboxylate (127 mg, 0.25 mmol), 1M aqueous sodium bicarbonate solution (0.93 mL, 0.93 mmol), triphenylphosphine (13 mg, 0.05 mmol), palladium(II) acetate (5.5 mg, 0.02 mmol) and dimethoxyethane (2.5 mL) was ... Reactants: O=C(CCC=O)N1C(OCC1)=O (4-oxo-4-(2-oxo-oxazolidin-3-yl)-butyraldehyde), N[C@H]1CC[C@H](CC1)CO ((cis-4-amino-cyclohexyl)-methanol). Product: OC[C@H]1CC[C@H](CC1)N1C(CCC1)=O (1-(Cis-4-hydroxymethyl-cyclohexyl)-pyrrolidin-2-one). RXN SMILES: [O:1]=[C:2](N1CCOC1=O)[CH2:3][CH2:4][CH:5]=O.[NH2:13][C@@H:14]1[CH2:19][CH2:18][C@H:17]([CH2:20][OH:21])[CH2:16][CH2:15]1>>[OH:21][CH2:20][C@@H:17]1[CH2:18][CH2:19][C@H:14]([N:13]2[CH2:5][CH2:4][CH2:3][C:2]2=[O:1])[CH2:15][CH2:16]1. Procedure: Using the method of Example 167, 4-oxo-4-(2-oxo-oxazolidin-3-yl)-butyraldehyde (Dominique Urban, Troels Skrydstrup, and Jean-Marie Beau, J. Org. Chem., 1998, 63(8), 2507-2516) (4.2 g, 24.54 mmol) and (cis-4-amino-cyclohexyl)-methanol (Thomas P. Johnston, etc. J. Med. Chem., 1977, 20(2), 279-290) (3.17 g, 24.54 mmol) yield 4.87 g (100%) of the title compound as a colorless oil. Starting materials: NC=1C=C(C=CC1C)C=1C=NC=NC1 (5-(3-amino-4-methylphenyl)pyrimdine), C1(=CC=CC=2C3=CC=CC=C3NC12)C(=O)O (9H-carbazole-1-carboxylic acid), ON1N=NC2=C1C=CC=C2 (1-hydroxybenzotriazole), 1-ethyl-3-(3-dimethylaminopropyl)carbodiinide hydrochloride. The reagents and catalysts are CN(C1=CC=NC=C1)C (4dimethylaminopyridine). The solvent is ClCCl (dichloromethane). Run at time 15 minute. The product is CC1=CC=C(C=C1NC(=O)C1=CC=CC=2C3=CC=CC=C3NC12)C=1C=NC=NC1 (N-[6methyl-3-(pyrimidin-5-yl)-phenyl]-9H-carbazole-1-carboxamide). Yield: 33.6%. As a reaction SMILES: [C:1]1([C:14]([OH:16])=O)[C:13]2[NH:12][C:11]3[C:6](=[CH:7][CH:8]=[CH:9][CH:10]=3)[C:5]=2[CH:4]=[CH:3][CH:2]=1.ON1C2C=CC=CC=2N=N1.[NH2:27][C:28]1[CH:29]=[C:30]([C:35]2[CH:36]=[N:37][CH:38]=[N:39][CH:40]=2)[CH:31]=[CH:32][C:33]=1[CH3:34]>ClCCl.CN(C)C1C=CN=CC=1>[CH3:34][C:33]1[C:28]([NH:27][C:14]([C:1]2[C:13]3[NH:12][C:11]4[C:6](=[CH:7][CH:8]=[CH:9][CH:10]=4)[C:5]=3[CH:4]=[CH:3][CH:2]=2)=[O:16])=[CH:29][C:30]([C:35]2[CH:40]=[N:39][CH:38]=[N:37][CH:36]=2)=[CH:31][CH:32]=1. Procedure details: To a suspension of 9H-carbazole-1-carboxylic acid (148 mg) and 1-hydroxybenzotriazole (114 mg) in dichloromethane (3 ml) was added 1-ethyl-3-(3-dimethylaminopropyl)carbodiinide hydrochloride (201 mg), and the m e was stirred for 15 minutes. After adding 5-(3-amino-4-methylphenyl)pyrimdine (136 mg) and 4dimethylaminopyridine (128 mg), the mixture was stirred for 24 hours. The mixture was evaporated under reduced pressure and the residue was purified by a silica gel column chromatography eluting w... Starting materials: COC(C=1C(O)=CC=C(C1)Cl)=O (methyl-5-chlorosalicylate), C1(=CC=C(C=C1)S(=O)(=O)OCCCl)C (2-chloroethyl p-toluenesulfonate), C(=O)([O-])[O-].[K+].[K+] (K2CO3). The solvent is CN(C=O)C (N,N-dimethylformamide), C(C)(=O)OCC (ethyl acetate), O (H2O). Reaction conditions: temperature 50 celsius, time 18 hour. Yields the product ClC=1C=CC(=C(C(=O)OC)C1)OCCCl (methyl 5-chloro-2-(2-chloroethoxy)benzoate). RXN SMILES: [CH3:1][O:2][C:3](=[O:12])[C:4]1[C:5](=[CH:7][CH:8]=[C:9]([Cl:11])[CH:10]=1)[OH:6].C1(C)C=CC(S(O[CH2:23][CH2:24][Cl:25])(=O)=O)=CC=1.C([O-])([O-])=O.[K+].[K+]>CN(C)C=O.C(OCC)(=O)C.O>[Cl:11][C:9]1[CH:8]=[CH:7][C:5]([O:6][CH2:23][CH2:24][Cl:25])=[C:4]([CH:10]=1)[C:3]([O:2][CH3:1])=[O:12] |f:2.3.4|. Reported procedure: A mixture of methyl-5-chlorosalicylate (19.5 g, 105 mmol), 2-chloroethyl p-toluenesulfonate (19.3 mL, 107 mmol) and K2CO3 (28.9 g, 210 mmol) in 105 mL of N,N-dimethylformamide was warmed to 50° C. and allowed to stir for 18 hours. The mixture was cooled to ambient temperature, diluted with 25 mL of ethyl acetate and 25 mL of H2O. The layers were separated and the organic layer was dried over anhydrous Na2SO4, filtered and concentrated under reduced pressure. Purification via column chromatograph... The reactants are CCOC(=O)C(C(=O)OCC)C(=O)c1cc(F)c(F)c(F)c1F, O, Cc1ccc(S(=O)(=O)O)cc1. The product is CCOC(=O)CC(=O)c1cc(F)c(F)c(F)c1F. As a reaction SMILES: [F:12][c:13]1[c:14]([C:15](=[O:16])[CH:17]([C:18](=[O:19])[O:20][CH2:21][CH3:22])[C:23]([O:24][CH2:25][CH3:26])=[O:27])[cH:28][c:29]([F:34])[c:30]([F:33])[c:31]1[F:32].[OH2:35].[c:1]1([CH3:2])[cH:3][cH:4][c:5]([S:6]([OH:7])(=[O:8])=[O:9])[cH:10][cH:11]1>>[F:12][c:13]1[c:14]([C:15](=[O:16])[CH2:17][C:18](=[O:19])[O:20][CH2:21][CH3:22])[cH:28][c:29]([F:34])[c:30]([F:33])[c:31]1[F:32]. Starting materials: CON=C(C(=O)O)C1=CSC2=C1C=CC(=C2)Cl (α-methoxyimino-α-(6-chloro-3-benzothienyl)acetic acid), acid chloride, NC1[C@@H]2N(C(=C(CS2)C)C(=O)O)C1=O (7-amino-3-methyl-3-cephem-4-carboxylic acid). The product is CON=C(C(=O)NC1[C@@H]2N(C(=C(CS2)C)C(=O)O)C1=O)C1=CSC2=C1C=CC(=C2)Cl (7-[α-methoxyimino-α-(6-chloro-3-benzothienyl)acetamido]-3-methyl-3-cephem-4-carboxylic acid). Yield: 7959.2%. Reaction SMILES: [CH3:1][O:2][N:3]=[C:4]([C:8]1[C:12]2[CH:13]=[CH:14][C:15]([Cl:17])=[CH:16][C:11]=2[S:10][CH:9]=1)[C:5]([OH:7])=O.[NH2:18][CH:19]1[C:30](=[O:31])[N:21]2[C:22]([C:27]([OH:29])=[O:28])=[C:23]([CH3:26])[CH2:24][S:25][C@H:20]12>>[CH3:1][O:2][N:3]=[C:4]([C:8]1[C:12]2[CH:13]=[CH:14][C:15]([Cl:17])=[CH:16][C:11]=2[S:10][CH:9]=1)[C:5]([NH:18][CH:19]1[C:30](=[O:31])[N:21]2[C:22]([C:27]([OH:29])=[O:28])=[C:23]([CH3:26])[CH2:24][S:25][C@H:20]12)=[O:7]. Reported procedure: Following the general procedure of Example 36, 2.8 g (10.39 mM) of α-methoxyimino-α-(6-chloro-3-benzothienyl)acetic acid were converted to the acid chloride and reacted with 2.33 g (10.91 mM) of 7-amino-3-methyl-3-cephem-4-carboxylic acid to provide 385 g (80% yield) of 7-[α-methoxyimino-α-(6-chloro-3-benzothienyl)acetamido]-3-methyl-3-cephem-4-carboxylic acid. NMR (CDCl3): δ 2.02 and 2.21 (two s, 3H); δ 3.1-3.85 (m, 2H); δ 4.01 (s, 3H); δ 5.06 (d, 1H); δ 5.86 (dd, 1H); δ 7.2-7.8 (m, 4H); δ 8.3-... RXN SMILES: [CH3:1][C:2]1[CH:7]=[C:6]([C:8]([OH:10])=O)[CH:5]=[CH:4][C:3]=1[C:11]1[CH:16]=[CH:15][CH:14]=[CH:13][CH:12]=1.[CH3:17][N:18]([CH3:33])[CH2:19][CH2:20][N:21]([CH3:32])[C:22]1[S:23][C:24]2[CH:30]=[C:29]([NH2:31])[CH:28]=[CH:27][C:25]=2[N:26]=1>>[CH3:17][N:18]([CH3:33])[CH2:19][CH2:20][N:21]([CH3:32])[C:22]1[S:23][C:24]2[CH:30]=[C:29]([NH:31][C:8]([C:6]3[CH:5]=[CH:4][C:3]([C:11]4[CH:16]=[CH:15][CH:14]=[CH:13][CH:12]=4)=[C:2]([CH3:1])[CH:7]=3)=[O:10])[CH:28]=[CH:27][C:25]=2[N:26]=1. The reactants are CC1=C(C=CC(=C1)C(=O)O)C1=CC=CC=C1 (2-methyl-biphenyl-4-carboxylic acid), CN(CCN(C=1SC2=C(N1)C=CC(=C2)N)C)C (N*2*-(2-dimethylamino-ethyl)-N*2*-methyl-benzothiazole-2,6-diamine). The yield is 31.0%. Procedure details: The title compound is prepared by following General Method A, using 2-methyl-biphenyl-4-carboxylic acid (0.072 g, 0.34 mmol), and N*2*-(2-dimethylamino-ethyl)-N*2*-methyl-benzothiazole-2,6-diamine (0.065 g, 0.26 mmol) to give 0.036 g, (31%) of product. LC/MS: Retention time=4.80 min; (m/z): calcd for C2H28N4OS (M+H)+: 445.6; found: 445.0. Yields the product CN(CCN(C=1SC2=C(N1)C=CC(=C2)NC(=O)C2=CC(=C(C=C2)C2=CC=CC=C2)C)C)C (2-Methyl-biphenyl-4-carboxylic Acid {2-[(2-dimethylamino-ethyl)-methyl-amino]-benzothiazol-6-yl}-amide), product. The reactants are COC1=CC=C(C=C1)SC=1SC=CC1C=O (2-(4-methoxyphenylthio)thiophene 3-carboxaldehyde), [NH4+].[Cl-] (NH4Cl), C[Mg]Br (methylmagnesium bromide). Solvent: CCOCC (ether), O (water), CCOCC (ether). Run at temperature 0 celsius, time 2 hour. Product: OC(C)C1=C(SC=C1)SC1=CC=C(C=C1)OC (3-(1-Hydroxyethyl)-2-(4-methoxyphenylthio)thiophene). The yield is 82.6%. RXN SMILES: [CH3:1][Mg]Br.[CH3:4][O:5][C:6]1[CH:11]=[CH:10][C:9]([S:12][C:13]2[S:14][CH:15]=[CH:16][C:17]=2[CH:18]=[O:19])=[CH:8][CH:7]=1.[NH4+].[Cl-]>CCOCC.O>[OH:19][CH:18]([C:17]1[CH:16]=[CH:15][S:14][C:13]=1[S:12][C:9]1[CH:8]=[CH:7][C:6]([O:5][CH3:4])=[CH:11][CH:10]=1)[CH3:1] |f:2.3|. Procedure details: To a stirred solution of methylmagnesium bromide (20.7 ml, 0.06 mol of 2.9M solution in ether) in anhydrous ether (50 ml) cooled to -5° C. was added 2-(4-methoxyphenylthio)thiophene 3-carboxaldehyde (10.0 g, 0.04 mol) in anhydrous ether (40 ml) over a 1/2 hour period under nitrogen atmosphere. The mixture was stirred at 0° C. for 2 hours and was decomposed by adding a solution of NH4Cl (5.3 g, 0.1 mol) in water (50 ml) over a 20 minute period at 0° to 15° C. The ether layer was separated, washed...